describe an organic reaction: reactants, conditions, products, and yield From a dataset of the Open Reaction Database (ORD), a public repository of structured organic reaction records. Reported procedure: Boron trifluoride-diethyl ether complex (11.2 g, 78.9 mmols) was dropwise added to a toluene (100 ml) solution of 2-(3-methoxyphenyl)propan-2-ol (10.9 g, 65.6 mmols) and trimethylsilylazide (8.3 g, 72 mmols), at room temperature. The resulting mixture was stirred at room temperature for 20 hours. The reaction mixture was poured into water, and extracted with ethyl acetate. The extract was washed with brine, and then dried with anhydrous magnesium sulfate. This was concentrated under reduced pres... The yield is 99.6%. As a reaction SMILES: C1(C)C=CC=CC=1.[CH3:8][O:9][C:10]1[CH:11]=[C:12]([C:16](O)([CH3:18])[CH3:17])[CH:13]=[CH:14][CH:15]=1.C[Si]([N:24]=[N+:25]=[N-:26])(C)C>O>[N:24]([C:16]([C:12]1[CH:13]=[CH:14][CH:15]=[C:10]([O:9][CH3:8])[CH:11]=1)([CH3:18])[CH3:17])=[N+:25]=[N-:26]. Reactants: C1(=CC=CC=C1)C (toluene), COC=1C=C(C=CC1)C(C)(C)O (2-(3-methoxyphenyl)propan-2-ol), C[Si](C)(C)N=[N+]=[N-] (trimethylsilylazide). Run at time 20 hour. Product: N(=[N+]=[N-])C(C)(C)C1=CC(=CC=C1)OC (1-(1-azido-1-methylethyl)-3-methoxybenzene). Run in O (water). The reactants are CCO, Cl, CCOC(=O)C(CCS(=O)(=O)c1ccccc1)C(C)=O. The product is CC(=O)CCCS(=O)(=O)c1ccccc1. RXN SMILES: [CH3:22][CH2:23][OH:24].[ClH:1].[c:2]1([S:8](=[O:9])(=[O:10])[CH2:11][CH2:12][CH:13]([C:14]([O:15][CH2:16][CH3:17])=[O:18])[C:19]([CH3:20])=[O:21])[cH:3][cH:4][cH:5][cH:6][cH:7]1>>[c:2]1([S:8](=[O:9])(=[O:10])[CH2:11][CH2:12][CH2:13][C:19]([CH3:20])=[O:21])[cH:3][cH:4][cH:5][cH:6][cH:7]1. Reactants: CNCC1=CC=CC=C1 (N-methylbenzylamine), ClCC(=O)Cl (chloroacetyl chloride). Run in hexanes, CCOC(=O)C (EtOAc), C(=O)(O)[O-].[Na+] (NaHCO3). Yields the product C(C1=CC=CC=C1)N(C(CCl)=O)C (N-benzyl-2-chloro-N-methylacetamide). Isolated yield 63.2%. RXN SMILES: [CH3:1][NH:2][CH2:3][C:4]1[CH:9]=[CH:8][CH:7]=[CH:6][CH:5]=1.[Cl:10][CH2:11][C:12](Cl)=[O:13]>CCOC(C)=O.C([O-])(O)=O.[Na+]>[CH2:3]([N:2]([CH3:1])[C:12](=[O:13])[CH2:11][Cl:10])[C:4]1[CH:9]=[CH:8][CH:7]=[CH:6][CH:5]=1 |f:3.4|. Reported procedure: To a vigorously stirred suspension of N-methylbenzylamine (0.260 mL, 2 mmol) in EtOAc (3 mL) and 3 mL of saturated NaHCO3 solution was added chloroacetyl chloride (0.160 mL, 2 mmol). Effervescence was observed. Once gas production had ceased, the reaction mixture was diluted with hexanes (10 mL). The phases were separated and the organic phase was washed with brine (5 mL), dried and concentrated to yield ˜0.250 g of the title compound as an oil. The crude material was used in the subsequent step... The reactants are N1C(=O)C(=O)C2=CC=CC=C12 (isatin), C1(=CC=CC=C1)C.CCOC(=O)C (PhCH3 AcOEt). Product: C(C)(=O)N1C(=O)C(=O)C2=CC=CC=C12 (N-acetyl-isatin). As a reaction SMILES: [NH:1]1[C:11]2[C:6](=[CH:7][CH:8]=[CH:9][CH:10]=2)[C:4](=[O:5])[C:2]1=[O:3].C1(C)C=CC=CC=1.[CH3:19][CH2:20][O:21]C(C)=O>>[C:20]([N:1]1[C:11]2[C:6](=[CH:7][CH:8]=[CH:9][CH:10]=2)[C:4](=[O:5])[C:2]1=[O:3])(=[O:21])[CH3:19] |f:1.2|. Procedure details: T.L.C. (PhCH3 /AcOEt=75/25): slightly impure for isatin. Reactants: FC1=CC(=C(C=C1[N+](=O)[O-])N1C=C(C(C2=CC(=C(C(=C12)C)[N+](=O)[O-])F)=O)C(=O)OCC)C (ethyl 1-(4-fluoro-2-methyl-5-nitrophenyl)-6-fluoro-8-methyl-7-nitro-1,4-dihydro-4-oxoquinoline-3-carboxylate). Reagents/catalysts: [Fe] (iron). Run in C(C)(=O)O (Acetic acid). Reaction conditions: temperature 90 celsius, time 8 hour. Yields the product NC1=C(C=C2C(C(=CN(C2=C1C)C1=C(C=C(C(=C1)N)F)C)C(=O)OCC)=O)F (Ethyl 7-Amino-1-(5-amino-4-fluoro-2-methylphenyl)-6-fluoro-8-methyl-4-oxo-1,4-dihydroquinoline-3-carboxylate). The yield is 24.1%. As a reaction SMILES: [F:1][C:2]1[C:7]([N+:8]([O-])=O)=[CH:6][C:5]([N:11]2[C:20]3[C:15](=[CH:16][C:17]([F:25])=[C:18]([N+:22]([O-])=O)[C:19]=3[CH3:21])[C:14](=[O:26])[C:13]([C:27]([O:29][CH2:30][CH3:31])=[O:28])=[CH:12]2)=[C:4]([CH3:32])[CH:3]=1>[Fe].C(O)(=O)C>[NH2:22][C:18]1[C:19]([CH3:21])=[C:20]2[C:15]([C:14](=[O:26])[C:13]([C:27]([O:29][CH2:30][CH3:31])=[O:28])=[CH:12][N:11]2[C:5]2[CH:6]=[C:7]([NH2:8])[C:2]([F:1])=[CH:3][C:4]=2[CH3:32])=[CH:16][C:17]=1[F:25]. Reported procedure: Acetic acid (10 ml) and iron powder (1.6 g) were added to ethyl 1-(4-fluoro-2-methyl-5-nitrophenyl)-6-fluoro-8-methyl-7-nitro-1,4-dihydro-4-oxoquinoline-3-carboxylate (1.1 g), and the mixture was stirred overnight at 90° C. The catalyst in the reaction mixture was removed by filtration through Celite, and the solvent in the residue was distilled off. The resultant residue was purified by column chromatography on silica gel (chloroform:methanol 20:1) to obtain the title compound (230 mg) as a yel...